Dataset: the Open Reaction Database (ORD), a public repository of structured organic reaction records. Task: describe an organic reaction: reactants, conditions, products, and yield The reactants are O=C1Nc2ccc(Cl)nc2C1C(=O)c1ccccc1, CC#N, CS(C)=O. Yields the product NC(=O)N1C(=O)C(C(=O)c2ccccc2)c2nc(Cl)ccc21. RXN SMILES: [C:1]([c:2]1[cH:3][cH:4][cH:5][cH:6][cH:7]1)(=[O:8])[CH:9]1[C:10](=[O:19])[NH:11][c:12]2[cH:13][cH:14][c:15]([Cl:18])[n:16][c:17]21.[CH3:20][C:21]#[N:22].[CH3:23][S:24](=[O:25])[CH3:26]>>[C:1]([c:2]1[cH:3][cH:4][cH:5][cH:6][cH:7]1)(=[O:8])[CH:9]1[C:10](=[O:19])[N:11]([C:21]([NH2:22])=[O:25])[c:12]2[cH:13][cH:14][c:15]([Cl:18])[n:16][c:17]21. Starting materials: [H-].[Na+] (sodium hydride), C1(=CC=CC=C1)C (toluene), COC(CNC(OCC)=O)OC (ethyl N-(2,2-dimethoxyethyl)-carbamate), C(C=C)Br (allyl bromide). Run in O (water). Reaction conditions: temperature 80 celsius, time 1 hour. Product: C(C=C)N(C(OCC)=O)CC(OC)OC (Ethyl N-allyl-N-(2,2-dimethoxyethyl)-carbamate). As a reaction SMILES: [H-].[Na+].[C:3]1([CH3:9])[CH:8]=CC=CC=1.[CH3:10][O:11][CH:12]([O:20][CH3:21])[CH2:13][NH:14][C:15](=[O:19])[O:16][CH2:17][CH3:18].C(Br)C=C>O>[CH2:9]([N:14]([CH2:13][CH:12]([O:11][CH3:10])[O:20][CH3:21])[C:15](=[O:19])[O:16][CH2:17][CH3:18])[CH:3]=[CH2:8] |f:0.1|. Reported procedure: 20 g of sodium hydride (80% strength in paraffin oil) are initially introduced into 500 ml of toluene and 89 g (0.5 mol) of ethyl N-(2,2-dimethoxyethyl)-carbamate are added dropwise at 80° C. The mixture is stirred at 80° C. for one hour and 73 g (0.6 mol) of allyl bromide are then added dropwise in the course of three hours. The mixture is stirred at 80° C. overnight, the salts are dissolved with water and the organic phase is separated off. The aqueous phase is extracted with toluene, the orga... Reported procedure: A mixture of 1-(6-bromo-7-hydroxy-2-benzothiazolyl)-3-ethyl-urea 6, potassium carbonate and 2-bromopropane in DMF was reacted to give 0.046 g (81%) of the desired compound 11. 1H NMR (DMSO) δ 10.83 (br s, 1H, NH), 7.55 (d, 1H, J=8.5 Hz, ArH), 7.31 (d, 1H, J=8.6 Hz, ArH), 6.71 (br s, 1H, NH), 4.69 (hept, 1H, J=6.0 Hz, CH), 3.18 (m, 2H, CH2), 1.32 (d, 6H, J=6.1 Hz, CH3), 1.09 (t, 3H, J=7.2 Hz, CH3); LC/MS 358 (MH+); RP-HPLC RT 3.42 minutes. Yield: 81.0%. Reaction SMILES: [Br:1][C:2]1[CH:16]=[CH:15][C:5]2[N:6]=[C:7]([NH:9][C:10]([NH:12][CH2:13][CH3:14])=[O:11])[S:8][C:4]=2[C:3]=1[OH:17].C(=O)([O-])[O-].[K+].[K+].Br[CH:25]([CH3:27])[CH3:26]>CN(C=O)C>[Br:1][C:2]1[CH:16]=[CH:15][C:5]2[N:6]=[C:7]([NH:9][C:10]([NH:12][CH2:13][CH3:14])=[O:11])[S:8][C:4]=2[C:3]=1[O:17][CH:25]([CH3:27])[CH3:26] |f:1.2.3|. Yields the product BrC1=C(C2=C(N=C(S2)NC(=O)NCC)C=C1)OC(C)C (1-(6-Bromo-7-isopropoxy-2-benzothiazolyl)-3-ethyl-urea). Starting materials: BrC1=C(C2=C(N=C(S2)NC(=O)NCC)C=C1)O (1-(6-Bromo-7-hydroxy-2-benzothiazolyl)-3-ethyl-urea), C([O-])([O-])=O.[K+].[K+] (potassium carbonate), BrC(C)C (2-bromopropane). Run in CN(C)C=O (DMF). Starting materials: CCO, CC1=CCC(C(C)C2COC(C)(C)C2)CC1. Yields the product CC1CCC(C(C)C2COC(C)(C)C2)CC1. RXN SMILES: [CH3:17][CH2:18][OH:19].[CH3:1][C:2]1([CH3:16])[O:3][CH2:4][CH:5]([CH:7]([CH3:8])[CH:9]2[CH2:10][CH:11]=[C:12]([CH3:15])[CH2:13][CH2:14]2)[CH2:6]1>>[CH3:1][C:2]1([CH3:16])[O:3][CH2:4][CH:5]([CH:7]([CH3:8])[CH:9]2[CH2:10][CH2:11][CH:12]([CH3:15])[CH2:13][CH2:14]2)[CH2:6]1. The reactants are CCOCC, CC(C)c1ccc(N)cc1, N#CBr. Product: CC(C)c1ccc(NC#N)cc1. As a reaction SMILES: [CH2:14]([O:15][CH2:16][CH3:17])[CH3:18].[CH:4]([CH3:5])([CH3:6])[c:7]1[cH:8][cH:9][c:10]([NH2:11])[cH:12][cH:13]1.[N:1]#[C:2][Br:3]>>[N:1]#[C:2][NH:11][c:10]1[cH:9][cH:8][c:7]([CH:4]([CH3:5])[CH3:6])[cH:13][cH:12]1. Starting materials: C(C)OC(C(C)(C)OC1=CC(=C(C=C1)CCCC)OCCC=1N=C(OC1C)C1=CC=CC=C1)=O (2-{4-butyl-3-[2-(5-methyl-2-phenyloxazol-4-yl)ethoxy]phenoxy}-2-methylpropionic acid ethyl ester), [OH-].[Na+] (NaOH). Run in C(C)O (ethanol). Conditions: temperature 55 celsius. Product: C(CCC)C1=C(C=C(OC(C(=O)O)(C)C)C=C1)OCCC=1N=C(OC1C)C1=CC=CC=C1 (2-{4-Butyl-3-[2-(5-methyl-2-phenyloxazol-4-yl)ethoxy]phenoxy}-2-methylpropionic acid). The yield is 88.6%. Reaction SMILES: C([O:3][C:4](=[O:34])[C:5]([O:8][C:9]1[CH:14]=[CH:13][C:12]([CH2:15][CH2:16][CH2:17][CH3:18])=[C:11]([O:19][CH2:20][CH2:21][C:22]2[N:23]=[C:24]([C:28]3[CH:33]=[CH:32][CH:31]=[CH:30][CH:29]=3)[O:25][C:26]=2[CH3:27])[CH:10]=1)([CH3:7])[CH3:6])C.[OH-].[Na+]>C(O)C>[CH2:15]([C:12]1[CH:13]=[CH:14][C:9]([O:8][C:5]([CH3:6])([CH3:7])[C:4]([OH:34])=[O:3])=[CH:10][C:11]=1[O:19][CH2:20][CH2:21][C:22]1[N:23]=[C:24]([C:28]2[CH:33]=[CH:32][CH:31]=[CH:30][CH:29]=2)[O:25][C:26]=1[CH3:27])[CH2:16][CH2:17][CH3:18] |f:1.2|. Procedure details: A solution of 2-{4-butyl-3-[2-(5-methyl-2-phenyloxazol-4-yl)ethoxy]phenoxy}-2-methylpropionic acid ethyl ester (0.12 g, 0.258 mmol) in ethanol (3 mL) was treated with 2 N aqueous NaOH (0.64 mL), and heated at 55° C. for 8 h. The reaction was cooled to ambient temperature and concentrated down to near dryness. The residue was then diluted with EtOAc (25 mL) and water (20 mL) and acidified to pH=1 with 1N aqueous HCl. The organic layer was washed with brine (20 mL), dried (Na2SO4) and concentrated... Reactants: NC1=CC=C(C=C1)C=1CCC(NN1)=O (6-(p-aminophenyl)-4,5-dihydro-3(2H)-pyridazinone), CC1(C(C1)C(=O)Cl)C (2,2-dimethylcyclopropanecarboxylic acid chloride). The solvent is O1CCCC1 (tetrahydrofuran). Yields the product CC1(C(C1)C(=O)NC1=CC=C(C=C1)C=1CCC(NN1)=O)C (4,5-dihydro-6-[p-(2,2-dimethylcyclopropylcarbonylamino)-phenyl]-3(2H)-pyridazinone). Isolated yield 69.0%. Reaction SMILES: [NH2:1][C:2]1[CH:7]=[CH:6][C:5]([C:8]2[CH2:9][CH2:10][C:11](=[O:14])[NH:12][N:13]=2)=[CH:4][CH:3]=1.[CH3:15][C:16]1([CH3:22])[CH2:18][CH:17]1[C:19](Cl)=[O:20]>O1CCCC1>[CH3:15][C:16]1([CH3:22])[CH2:18][CH:17]1[C:19]([NH:1][C:2]1[CH:7]=[CH:6][C:5]([C:8]2[CH2:9][CH2:10][C:11](=[O:14])[NH:12][N:13]=2)=[CH:4][CH:3]=1)=[O:20]. Procedure details: 5.0 g (26.4 millimoles) of 6-(p-aminophenyl)-4,5-dihydro-3(2H)-pyridazinone, 4.2 g (31.7 millimoles) of 2,2-dimethylcyclopropanecarboxylic acid chloride in 100 ml of absolute tetrahydrofuran are refluxed for 7 hours. The mixture is concentrated to about 50 ml and the product is filtered off at 10° C., washed with water and recrystallized from dimethylformamide/water. 5.2 g (68% of theory) of 4,5-dihydro-6-[p-(2,2-dimethylcyclopropylcarbonylamino)-phenyl]-3(2H)-pyridazinone quarter-hydrate are ob... Starting materials: NC1C(CCCC1)O (2-amino-cyclohexanol), C(C)OC(=O)Cl (ethylchloroformate), C(=O)([O-])[O-].[K+].[K+] (K2CO3). The solvent is C(Cl)Cl (CH2Cl2). Run at time 1 hour. Yields the product C(C)OC(NC1C(CCCC1)O)=O ((2-hydroxy-cyclohexyl)-carbamic acid ethyl ester). Isolated yield 100.0%. As a reaction SMILES: [NH2:1][CH:2]1[CH2:7][CH2:6][CH2:5][CH2:4][CH:3]1[OH:8].[CH2:9]([O:11][C:12](Cl)=[O:13])[CH3:10].C([O-])([O-])=O.[K+].[K+]>C(Cl)Cl>[CH2:9]([O:11][C:12](=[O:13])[NH:1][CH:2]1[CH2:7][CH2:6][CH2:5][CH2:4][CH:3]1[OH:8])[CH3:10] |f:2.3.4|. Procedure: To a solution of 2-amino-cyclohexanol (3.50 g, 23.0 mmol, 1.0 eq.) in CH2Cl2 (100 mL) was added ethylchloroformate (2.65 mL, 1.2 eq.) followed by an aqueous solution of K2CO3 (16.0 g in 200 mL of H2O). The mixture was stirred vigorously for 1 h. The separated aqueous layer was extracted twice with CH2Cl2. The combined organic layers were dried over MgSO4, filtered and concentrated to give (2-hydroxy-cyclohexyl)-carbamic acid ethyl ester (4.36 g, >100%).